Dataset: the Open Reaction Database (ORD), a public repository of structured organic reaction records. Task: describe an organic reaction: reactants, conditions, products, and yield Starting materials: N1C(=CC=C1)C(=O)NN (1H-pyrrole-2-carbohydrazide), BrC1=CC=C(C(=O)Cl)C=C1 (4-bromobenzoyl chloride), N1=CC=CC=C1 (pyridine). Solvent: O1CCCC1 (tetrahydrofuran). Run at time 1 hour. Product: BrC1=CC=C(C(=O)NNC(=O)C=2NC=CC2)C=C1 (N′-(4-bromobenzoyl)-1H-pyrrole-2-carbohydrazide). As a reaction SMILES: [NH:1]1[CH:5]=[CH:4][CH:3]=[C:2]1[C:6]([NH:8][NH2:9])=[O:7].[Br:10][C:11]1[CH:19]=[CH:18][C:14]([C:15](Cl)=[O:16])=[CH:13][CH:12]=1.N1C=CC=CC=1>O1CCCC1>[Br:10][C:11]1[CH:19]=[CH:18][C:14]([C:15]([NH:9][NH:8][C:6]([C:2]2[NH:1][CH:5]=[CH:4][CH:3]=2)=[O:7])=[O:16])=[CH:13][CH:12]=1. Reported procedure: To 0.750 g of 1H-pyrrole-2-carbohydrazide (5.99 mmol) in 50 ml tetrahydrofuran was added 1.315 g 4-bromobenzoyl chloride (5.99 mmol) and 1 ml pyridine (11.99 mmol) at room temperature under nitrogen. After one hour of stirring at room temperature, the desired product precipitated. The precipitate was filtered, washed with minimum dichloromethane and methanol and dried to afford the title compound. 1H NMR (400 MHz, DMSO-d6) δ 11.63 (s, 1H), 10.47 (s, 1H), 10.04 (s, 1H), 7.84-7.88 (m, 2H), 7.75 (d... The reactants are CCC(=O)CC, CCCCCC, CC(=NO)C1(c2ccc(Cl)cc2)CCC1, [Li]CCCC, C1CCOC1, O. Yields the product CCC(O)(CC)CC(=NO)C1(c2ccc(Cl)cc2)CCC1. Reaction SMILES: [CH3:21][CH2:22][C:23]([CH2:24][CH3:25])=[O:26].[CH3:28][CH2:29][CH2:30][CH2:31][CH2:32][CH3:33].[Cl:6][c:7]1[cH:8][cH:9][c:10]([C:13]2([C:17]([CH3:18])=[N:19][OH:20])[CH2:14][CH2:15][CH2:16]2)[cH:11][cH:12]1.[Li:1][CH2:2][CH2:3][CH2:4][CH3:5].[O:34]1[CH2:35][CH2:36][CH2:37][CH2:38]1.[OH2:27]>>[Cl:6][c:7]1[cH:8][cH:9][c:10]([C:13]2([C:17]([CH2:18][C:23]([CH2:22][CH3:21])([CH2:24][CH3:25])[OH:26])=[N:19][OH:20])[CH2:14][CH2:15][CH2:16]2)[cH:11][cH:12]1. Starting materials: NCC(=O)N(C1=CC=CC=C1)CC(=O)N(C)C1=CC=C(C=C1)OC (2-(2-amino-N-phenylacetamido)-N-(4-methoxyphenyl)-N-methylacetamide), CC=1C=C(C=CC1)N=C=O (3-methylphenyl isocyanate). Yields the product COC1=CC=C(C=C1)N(C(CN(C(CNC(=O)NC1=CC(=CC=C1)C)=O)C1=CC=CC=C1)=O)C (N-(4-methoxyphenyl)-N-methyl-2-{2-[3-(3-methylphenyl)ureido]-N-phenylacetamido}acetamide). Isolated yield 37.5%. Reaction SMILES: [NH2:1][CH2:2][C:3]([N:5]([CH2:12][C:13]([N:15]([C:17]1[CH:22]=[CH:21][C:20]([O:23][CH3:24])=[CH:19][CH:18]=1)[CH3:16])=[O:14])[C:6]1[CH:11]=[CH:10][CH:9]=[CH:8][CH:7]=1)=[O:4].[CH3:25][C:26]1[CH:27]=[C:28]([N:32]=[C:33]=[O:34])[CH:29]=[CH:30][CH:31]=1>>[CH3:24][O:23][C:20]1[CH:19]=[CH:18][C:17]([N:15]([CH3:16])[C:13](=[O:14])[CH2:12][N:5]([C:6]2[CH:11]=[CH:10][CH:9]=[CH:8][CH:7]=2)[C:3](=[O:4])[CH2:2][NH:1][C:33]([NH:32][C:28]2[CH:29]=[CH:30][CH:31]=[C:26]([CH3:25])[CH:27]=2)=[O:34])=[CH:22][CH:21]=1. Procedure: The procedure is analogous to that described in Example 1, but 1.9 g of 2-(2-amino-N-phenylacetamido)-N-(4-methoxyphenyl)-N-methylacetamide and 0.77 g of 3-methylphenyl isocyanate are used as the starting material. The product obtained is purified by chromatography on 70 g of silica (0.065-0.200 mm) contained in a column 2.5 cm in diameter [eluent: ethyl acetate/cyclohexane (80-20 by volume)], collecting 20 cm3 fractions. Fractions 14 to 26 are combined and concentrated to dryness under reduced ... Starting materials: C(C)(=O)OCC (ethyl acetate), NC1=C(C=C(C=C1)OC1=CC=CC=C1)SC(C(C(=O)O)O)C1=CC=C(C=C1)OC (3-(2-Amino-5-phenoxyphenyl)thio-2-hydroxy-3-(4-methoxyphenyl)propionic acid), N1=CC=CC=C1 (pyridine), C(C)O (ethanol), C(C)(=O)OC(C)=O (acetic anhydride). Reaction conditions: time 14 hour. Yields the product C(C)(=O)O[C@@H]1[C@@H](SC2=C(N(C1=O)CCN(C)C)C=CC(=C2)OC2=CC=CC=C2)C2=CC=C(C=C2)OC ((±)-Cis-3-acetoxy-5-(2-dimethylaminoethyl)-2,3-dihydro- 2-(4-methoxyphenyl)-8-phenoxy-1,5-benzothiazepin-4(5H)-one). As a reaction SMILES: [NH2:1][C:2]1[CH:7]=[CH:6][C:5]([O:8][C:9]2[CH:14]=[CH:13][CH:12]=[CH:11][CH:10]=2)=[CH:4][C:3]=1[S:15][CH:16]([C:22]1[CH:27]=[CH:26][C:25]([O:28][CH3:29])=[CH:24][CH:23]=1)[CH:17]([OH:21])[C:18]([OH:20])=O.C(O[C:34](=[O:36])[CH3:35])(=O)C.[CH2:37](O)[CH3:38].C(OCC)(=O)C.[N:46]1[CH:51]=CC=C[CH:47]=1>>[C:34]([O:21][C@H:17]1[C:18](=[O:20])[N:1]([CH2:38][CH2:37][N:46]([CH3:51])[CH3:47])[C:2]2[CH:7]=[CH:6][C:5]([O:8][C:9]3[CH:10]=[CH:11][CH:12]=[CH:13][CH:14]=3)=[CH:4][C:3]=2[S:15][C@H:16]1[C:22]1[CH:27]=[CH:26][C:25]([O:28][CH3:29])=[CH:24][CH:23]=1)(=[O:36])[CH3:35]. Procedure: 773 mg of (±)-cis-5-(2-dimethylaminoethyl)-2,3- dihydro-3-hydroxy-2-(4-methoxyphenyl)-8-phenoxy-1 5- benzothiazepin-4(5H)-one (prepared as described in Example 1) were dissolved in 5 ml of pyridine, and 1 ml of acetic anhydride was added at room temperature to the resulting solution. The mixture was then left to stand for 14 hours. At the end of this time, 2 ml of ethanol were added to the reaction mixture, and after the mixture had been left to stand for 30 minutes, 30 ml of ethyl acetate were ...